Task: describe an organic reaction: reactants, conditions, products, and yield. Dataset: the Open Reaction Database (ORD), a public repository of structured organic reaction records The reactants are CCN(C(C)C)C(C)C (DIEA), C1(CC=CCC1)C(=O)O (Cyclohex-3-enecarboxylic acid), NCCC (NH2CH2CH2CH3), CCN=C=NCCCN(C)C.Cl (EDC.HCl). The solvent is CC(=O)C.C(Cl)Cl (Acetone CH2Cl2), C(Cl)Cl (CH2Cl2). Reaction conditions: time 16 hour. The product is C(CC)NC(=O)C1CC=CCC1 (N-propylcyclohex-3-enecarboxamide). The yield is 54.7%. Reaction SMILES: [CH:1]1([C:7]([OH:9])=O)[CH2:6][CH2:5][CH:4]=[CH:3][CH2:2]1.[NH2:10][CH2:11][CH2:12][CH3:13].CCN=C=NCCCN(C)C.Cl.CCN(C(C)C)C(C)C>C(Cl)Cl.CC(C)=O.C(Cl)Cl>[CH2:11]([NH:10][C:7]([CH:1]1[CH2:6][CH2:5][CH:4]=[CH:3][CH2:2]1)=[O:9])[CH2:12][CH3:13] |f:2.3,6.7|. Procedure details: Cyclohex-3-enecarboxylic acid (0.71 mmol, 90 mg), NH2CH2CH2CH3 (0.86 mmol, 70 μL) and EDC.HCl (0.86 mmol, 164 mg) were dissolved in CH2Cl2 (3 mL). DIEA (1.43 mmol, 252 μL) was added at 0° C., and the reaction was stirred for 16 h at rt. The usual workup and chromatography (Acetone/CH2Cl2/10:90) yielded N-propylcyclohex-3-enecarboxamide 26 as a white powder (65 mg, 55%). 1H NMR (400 MHz, CDCl3) δ 5.64 (m, 3H), 3.17 (dd, J=8 Hz, J=8 Hz, 2H), 2.30-1.93 (m, 5H), 1.87-1.81 (m, 1H), 1.72-1.59 (m, 1H),... Reactants: C[Si](O[Si](C)(C)C)(C)CCCCO (4-(1,1,3,3,3-pentamethy-disiloxanyl)-butanol), C(C)C(COC(C(=C1C(CC2=CC(=CC=C12)OC)C)C#N)=O)CCCC (cyano-(2,3-dihydro-5-methoxy-2-methyl-1H-inden-1-ylidene)acetic acid 2-ethyl-hexyl ester). Yields the product C[Si](O[Si](C)(C)C)(C)CCCCOC(C(=C1C(CC2=CC(=CC=C12)OC)C)C#N)=O (Cyano-(2,3-dihydro-5-methoxy-2-methyl-1H-inden-1-ylidene)acetic Acid-4-(1,1,3,3,3-pentamethy-disiloxanyl)-butyl Ester). The yield is 30.0%. As a reaction SMILES: [CH3:1][Si:2]([CH2:9][CH2:10][CH2:11][CH2:12][OH:13])([CH3:8])[O:3][Si:4]([CH3:7])([CH3:6])[CH3:5].C(C(CCCC)C[O:18][C:19](=O)[C:20]([C:33]#[N:34])=[C:21]1[C:29]2[C:24](=[CH:25][C:26]([O:30][CH3:31])=[CH:27][CH:28]=2)[CH2:23][CH:22]1[CH3:32])C>>[CH3:8][Si:2]([CH2:9][CH2:10][CH2:11][CH2:12][O:13][C:19](=[O:18])[C:20]([C:33]#[N:34])=[C:21]1[C:29]2[C:24](=[CH:25][C:26]([O:30][CH3:31])=[CH:27][CH:28]=2)[CH2:23][CH:22]1[CH3:32])([CH3:1])[O:3][Si:4]([CH3:5])([CH3:7])[CH3:6]. Procedure: The reaction of Example 2b was repeated using 4-(1,1,3,3,3-pentamethy-disiloxanyl)-butanol (see above) instead of 3-(1,1,3,3,3-pentamethy-disiloxanyl)-propanol as well as the above cyano-(2,3-dihydro-5-methoxy-2-methyl-1H-inden-1-ylidene)acetic acid 2-ethyl-hexyl ester instead of the product of example 1. After 9 hours of reaction time, the product was concentrated and then treated for another 5 hours as set forth above with new 3-(1,1,3,3,3-pentamethy-disiloxanyl)-propanol. The mixture was then... The reactants are C(C)(C)(C)OC(=O)N1C[C@@H](C[C@@H](C1)N(CC(C)C)C(=O)C=1N=NN(C1CCCCOC)C1=CC=CC=C1)C(=O)O ((3R,5S)-1-(tert-butoxycarbonyl)-5-[{[5-(4-methoxybutyl)-1-phenyl-1H-1,2,3-triazol-4-yl]carbonyl}(2-methylpropyl)amino]piperidine-3-carboxylic acid), N1CCCC1 (pyrrolidine), CCN=C=NCCCN(C)C.Cl (WSC•HCl), C=1C=CC2=C(C1)N=NN2O (HOBt), C(C)(C)N(CC)C(C)C (diisopropylethylamine), C(O)([O-])=O.[Na+] (sodium hydrogen carbonate). The solvent is CN(C)C=O (DMF). Yields the product COCCCCC1=C(N=NN1C1=CC=CC=C1)C(=O)N([C@@H]1CN(C[C@@H](C1)C(=O)N1CCCC1)C(=O)OC(C)(C)C)CC(C)C (tert-butyl(3S,5R)-3-[{[5-(4-methoxybutyl)-1-phenyl-1H-1,2,3-triazol-4-yl]carbonyl}(2-methylpropyl)amino]-5-(pyrrolidin-1-ylcarbonyl)piperidine-1-carboxylate). Reaction SMILES: [C:1]([O:5][C:6]([N:8]1[CH2:13][C@@H:12]([N:14]([C:19]([C:21]2[N:22]=[N:23][N:24]([C:32]3[CH:37]=[CH:36][CH:35]=[CH:34][CH:33]=3)[C:25]=2[CH2:26][CH2:27][CH2:28][CH2:29][O:30][CH3:31])=[O:20])[CH2:15][CH:16]([CH3:18])[CH3:17])[CH2:11][C@@H:10]([C:38](O)=[O:39])[CH2:9]1)=[O:7])([CH3:4])([CH3:3])[CH3:2].[NH:41]1[CH2:45][CH2:44][CH2:43][CH2:42]1.CCN=C=NCCCN(C)C.Cl.C1C=CC2N(O)N=NC=2C=1.C(N(C(C)C)CC)(C)C.C(=O)([O-])O.[Na+]>CN(C=O)C>[CH3:31][O:30][CH2:29][CH2:28][CH2:27][CH2:26][C:25]1[N:24]([C:32]2[CH:33]=[CH:34][CH:35]=[CH:36][CH:37]=2)[N:23]=[N:22][C:21]=1[C:19]([N:14]([CH2:15][CH:16]([CH3:18])[CH3:17])[C@H:12]1[CH2:11][C@@H:10]([C:38]([N:41]2[CH2:45][CH2:44][CH2:43][CH2:42]2)=[O:39])[CH2:9][N:8]([C:6]([O:5][C:1]([CH3:4])([CH3:2])[CH3:3])=[O:7])[CH2:13]1)=[O:20] |f:2.3,6.7|. Procedure: A solution of (3R,5S)-1-(tert-butoxycarbonyl)-5-[{[5-(4-methoxybutyl)-1-phenyl-1H-1,2,3-triazol-4-yl]carbonyl}(2-methylpropyl)amino]piperidine-3-carboxylic acid (279 mg), pyrrolidine (42 μl), WSC•HCl (144 mg), HOBt (107 mg), diisopropylethylamine (255 μl) and DMF (3 ml) was stirred at room temperature for 15 hr. The reaction mixture was poured into saturated aqueous sodium hydrogen carbonate, and the liberated oil was extracted with ethyl acetate (20 ml). The extract was washed successively with... Product: C(C1=CC=CC=C1)O[C@@H]1CN(CC[C@@H]1NC(=O)C=1NC=CN1)C=1SC(=CN1)C(=O)OCC (Ethyl cis(±)-2-{3-(benzyloxy)-4-[(1H-imidazol-2-ylcarbonyl)amino]piperidin-1-yl}-1,3-thiazole-5-carboxylate). Yield: 76.1%. Reactants: Cl (hydrochloric acid), Cl.C(C)(=O)OCC (hydrochloric acid ethyl acetate), C(C1=CC=CC=C1)O[C@@H]1CN(CC[C@@H]1NC(=O)C=1NC=CN1)C(=O)OC(C)(C)C (tert-Butyl cis(±)-3-(benzyloxy)-4-[(1H-imidazol-2-ylcarbonyl)amino]piperidine-1-carboxylate), C(C)(C)N(CC)C(C)C (Diisopropylethylamine), BrC=1SC(=CN1)C(=O)OCC (ethyl 2-bromo-1,3-thiazole-5-carboxylate). Conditions: time 20 minute. Reaction SMILES: Cl.C(OCC)(=O)C.[CH2:8]([O:15][C@H:16]1[C@@H:21]([NH:22][C:23]([C:25]2[NH:26][CH:27]=[CH:28][N:29]=2)=[O:24])[CH2:20][CH2:19][N:18](C(OC(C)(C)C)=O)[CH2:17]1)[C:9]1[CH:14]=[CH:13][CH:12]=[CH:11][CH:10]=1.C(N(C(C)C)CC)(C)C.Br[C:47]1[S:48][C:49]([C:52]([O:54][CH2:55][CH3:56])=[O:53])=[CH:50][N:51]=1.Cl>>[CH2:8]([O:15][C@H:16]1[C@@H:21]([NH:22][C:23]([C:25]2[NH:26][CH:27]=[CH:28][N:29]=2)=[O:24])[CH2:20][CH2:19][N:18]([C:47]2[S:48][C:49]([C:52]([O:54][CH2:55][CH3:56])=[O:53])=[CH:50][N:51]=2)[CH2:17]1)[C:9]1[CH:10]=[CH:11][CH:12]=[CH:13][CH:14]=1 |f:0.1|. Procedure: A 4 N hydrochloric acid/ethyl acetate solution (10 mL, 40 mmol) was added to tert-butyl cis(±)-3-(benzyloxy)-4-[(1H-imidazol-2-ylcarbonyl)amino]piperidine-1-carboxylate obtained in Example (90e) (0.3 g, 0.75 mmol), and the mixture was stirred at room temperature for 20 minutes. Following concentration under reduced pressure, the residue was dissolved in DMF (8 mL). Diisopropylethylamine (0.45 g, 3.5 mmol) and ethyl 2-bromo-1,3-thiazole-5-carboxylate (0.21 g, 0.9 mmol) were added, and the mixture... Starting materials: BrC1=C/C(/OC1(C)C)=C/1\C(NC2=CC(=CC=C12)F)=O ((3E)-3-(4-bromo-5,5-dimethylfuran-2(5H)-ylidene)-6-fluoro-1,3-dihydro-2H-indol-2-one), OCCN1CCNCC1 (1-(2-hydroxyethyl)piperazine). Run in CN(C)C=O (DMF), C(C)(=O)OCC (ethyl acetate). Run at temperature 100 celsius. Yields the product FC1=CC=C2\C(\C(NC2=C1)=O)=C\1/OC(C(=C1)N1CCN(CC1)CCO)(C)C ((3E)-6-fluoro-3-{4-[4-(2-hydroxyethyl)piperazin-1-yl]-5,5-dimethylfuran-2(5H)-ylidene}-1,3-dihydro-2H-indol-2-one). RXN SMILES: Br[C:2]1[C:6]([CH3:8])([CH3:7])[O:5]/[C:4](=[C:9]2/[C:10](=[O:19])[NH:11][C:12]3[C:17]/2=[CH:16][CH:15]=[C:14]([F:18])[CH:13]=3)/[CH:3]=1.[OH:20][CH2:21][CH2:22][N:23]1[CH2:28][CH2:27][NH:26][CH2:25][CH2:24]1>CN(C=O)C.C(OCC)(=O)C>[F:18][C:14]1[CH:13]=[C:12]2[C:17](/[C:9](=[C:4]3\[O:5][C:6]([CH3:8])([CH3:7])[C:2]([N:26]4[CH2:27][CH2:28][N:23]([CH2:22][CH2:21][OH:20])[CH2:24][CH2:25]4)=[CH:3]\3)/[C:10](=[O:19])[NH:11]2)=[CH:16][CH:15]=1. Procedure: A mixture of (3E)-3-(4-bromo-5,5-dimethylfuran-2(5H)-ylidene)-6-fluoro-1,3-dihydro-2H-indol-2-one (95 mg, 0.29 mmol) and 1-(2-hydroxyethyl)piperazine (0.40 mL, 3.3 mmol) in 6 mL of DMF was heated in 100° C. bath for 2 hours. The mixture was cooled, diluted with ethyl acetate (60 mL), washed with brine (3×50 mL), and concentrated to give the crude product, which was purified by silica gel chromatography with 5-20% methanol in chloroform to give (3E)-6-fluoro-3-{4-[4-(2-hydroxyethyl)piperazin-1-yl... Reactants: O=C1C2(CC3CC(CC1C3)C2)C(=O)O (2-keto-1-adamantanecarboxylic acid), N (ammonia). Reagents/catalysts: [Pt]=O (platinum oxide). The solvent is C(C)O (ethanol). Yields the product NC1C2(CC3CC(CC1C3)C2)C(=O)O (2-amino-1-adamantanecarboxylic acid). RXN SMILES: O=[C:2]1[CH:9]2[CH2:10][CH:5]3[CH2:6][CH:7]([CH2:11][C:3]1([C:12]([OH:14])=[O:13])[CH2:4]3)[CH2:8]2.[NH3:15]>C(O)C.[Pt]=O>[NH2:15][CH:2]1[CH:9]2[CH2:10][CH:5]3[CH2:6][CH:7]([CH2:11][C:3]1([C:12]([OH:14])=[O:13])[CH2:4]3)[CH2:8]2. Procedure details: To a solution of 100 ml of 2-hydroxyadamantane dissolved in 250 ml pyridine is added 137.9 g of trifluoroacetic anhydride dropwise, and the reaction mixture is stirred overnight. The reaction mixture is poured over ice then diluted to 1.0 liter with water and extracted three times with 500 ml of diethyl ether. The combined diethyl ether extracts are washed with 5% hydrochloric acid until the wash is acidic then washed once with 5% sodium bicarbonate solution and dried over magnesium sulfate. The... Reactants: C(C)(C)(C)OC(NC1=CC=C(C=C1)C1=CC=CC=2N1N=C(N2)NC(=O)C2CC2)=O ({4-[2-(cyclopropanecarbonyl-amino)-[1,2,4]triazolo[1,5-a]pyridin-5-yl]-phenyl}-carbamic acid tert-butyl ester), FC(C(=O)O)(F)F (trifluoroacetic acid). Run at time 2 hour. The product is CNC1=CC=C(C=C1)C1=CC=CC=2N1N=C(N2)NC(=O)C2CC2 (Cyclopropanecarboxylic acid [5-(4-methylamino-phenyl)-[1,2,4]triazolo[1,5-a]pyridin-2-yl]-amide). As a reaction SMILES: C(O[C:6](=O)[NH:7][C:8]1[CH:13]=[CH:12][C:11]([C:14]2[N:19]3[N:20]=[C:21]([NH:23][C:24]([CH:26]4[CH2:28][CH2:27]4)=[O:25])[N:22]=[C:18]3[CH:17]=[CH:16][CH:15]=2)=[CH:10][CH:9]=1)(C)(C)C.FC(F)(F)C(O)=O>>[CH3:6][NH:7][C:8]1[CH:13]=[CH:12][C:11]([C:14]2[N:19]3[N:20]=[C:21]([NH:23][C:24]([CH:26]4[CH2:28][CH2:27]4)=[O:25])[N:22]=[C:18]3[CH:17]=[CH:16][CH:15]=2)=[CH:10][CH:9]=1. Reported procedure: To {4-[2-(cyclopropanecarbonyl-amino)-[1,2,4]triazolo[1,5-a]pyridin-5-yl]-phenyl}-carbamic acid tert-butyl ester (WW-119) (0.05 g, 0.123 mmol), trifluoroacetic acid (1 mL) was added and the solution was stirred for 2 h. The solvent was removed under reduced pressure and the crude product was purified by preparatory HPLC. LCMS method: 1, RT: 3.62 min; MI: 308 [M+1]. NMR 1H (DMSO) 0.80-0.83 (m, 4H), 1.93 (brs, 1H), 2.73 (s, 3H), 6.63 (d, 2H), 7.16 (d, 1H), 7.42 (d, 1H), 7.57 (t, 1H), 8.01 (d, 2H). Reactants: substituted benzyl amines, C(=O)([O-])[O-].[Na+].[Na+] (Na2CO3), N1[C@H](CCC1)C(=O)N[C@@H](C)C1=CC=C(C(=O)OC)C=C1 (methyl 4-((S)-1-((R)-pyrrolidine-2-carboxamido)ethyl)benzoate), FC1=CC=C(CBr)C=C1 (4-Fluorobenzyl bromide). The product is FC1=CC=C(CN2[C@H](CCC2)C(=O)N[C@@H](C)C2=CC=C(C(=O)OC)C=C2)C=C1 (methyl 4-((S)-1-((R)-1-(4-fluorobenzyl)pyrrolidine-2-carboxamido)ethyl)benzoate). Procedure: The title compound (D145) (22 mg) was prepared according to the general procedure for substituted benzyl amines preparation starting from methyl 4-((S)-1-((R)-pyrrolidine-2-carboxamido)ethyl)benzoate (D103) (50 mg) and 4-Fluorobenzyl bromide (0.045 ml). (Na2CO3; reaction time: 5 hrs; 70° C.). As a reaction SMILES: [NH:1]1[CH2:5][CH2:4][CH2:3][C@@H:2]1[C:6]([NH:8][C@H:9]([C:11]1[CH:20]=[CH:19][C:14]([C:15]([O:17][CH3:18])=[O:16])=[CH:13][CH:12]=1)[CH3:10])=[O:7].[F:21][C:22]1[CH:29]=[CH:28][C:25]([CH2:26]Br)=[CH:24][CH:23]=1.C([O-])([O-])=O.[Na+].[Na+]>>[F:21][C:22]1[CH:29]=[CH:28][C:25]([CH2:26][N:1]2[CH2:5][CH2:4][CH2:3][C@@H:2]2[C:6]([NH:8][C@H:9]([C:11]2[CH:12]=[CH:13][C:14]([C:15]([O:17][CH3:18])=[O:16])=[CH:19][CH:20]=2)[CH3:10])=[O:7])=[CH:24][CH:23]=1 |f:2.3.4|. The reactants are C(C)OC(CSC1=CC(=CC=C1)OC)OCC (1-(2,2-diethoxyethylsulfanyl)-3-methoxybenzene), C([O-])([O-])=O.[Na+].[Na+] (sodium carbonate). Run in ClCCl (dichloromethane), ClCCl (dichloromethane). Reaction conditions: time 40 minute. Product: COC=1C=CC2=C(SC=C2)C1 (6-Methoxybenzo[b]thiophene). Isolated yield 65.9%. RXN SMILES: C(O[CH:4](OCC)[CH2:5][S:6][C:7]1[CH:12]=[CH:11][CH:10]=[C:9]([O:13][CH3:14])[CH:8]=1)C.C(=O)([O-])[O-].[Na+].[Na+]>ClCCl>[CH3:14][O:13][C:9]1[CH:10]=[CH:11][C:12]2[CH:4]=[CH:5][S:6][C:7]=2[CH:8]=1 |f:1.2.3|. Reported procedure: The title compound was synthesized by referring to J. Med. Chem., 1989, 32, 2548. To a solution of 3-methoxybenzenethiol (26.9 g) in acetone (100 ml) was added potassium carbonate (27 g), then 2-bromo-1,1-diethoxyethane (29 ml) was added dropwise thereto followed by stirring overnight at room temperature. To the reaction solution was added acetone, the solution was filtered, the solvent was evaporated in vacuo, the resulting residue was purified by silica gel column chromatography (hexane-ethyl ...